This data is from the Open Reaction Database (ORD), a public repository of structured organic reaction records. The task is: describe an organic reaction: reactants, conditions, products, and yield The reactants are C1(CCCCC1)C1=NN(C=2N=C(NC(C21)=O)C2=C(C=C(C=C2)N2CCC(CC2)O)OC)C (3-Cyclohexyl-6-[4-(4-hydroxy-1-piperidinyl)-2-methoxyphenyl]-1-methyl-1,5-dihydro-4H-pyrazolo[3,4-d]pyrimidin-4-one), CS(=O)(=O)O (methanesulfonic acid). Solvent: C(C)O (ethanol). Conditions: temperature 50 celsius. The product is CS(=O)(=O)O.C1(CCCCC1)C1=NN(C=2N=C(NC(C21)=O)C2=C(C=C(C=C2)N2CCC(CC2)O)OC)C (3-Cyclohexyl-6-[4-(4-hydroxy-1-piperidinyl)-2-methoxyphenyl]-1-methyl-1,5-dihydro-4H-pyrazolo[3,4-d]pyrimidin-4-one monomethanesulfonate). Isolated yield 82.3%. As a reaction SMILES: [CH:1]1([C:7]2[C:15]3[C:14](=[O:16])[NH:13][C:12]([C:17]4[CH:22]=[CH:21][C:20]([N:23]5[CH2:28][CH2:27][CH:26]([OH:29])[CH2:25][CH2:24]5)=[CH:19][C:18]=4[O:30][CH3:31])=[N:11][C:10]=3[N:9]([CH3:32])[N:8]=2)[CH2:6][CH2:5][CH2:4][CH2:3][CH2:2]1.[CH3:33][S:34]([OH:37])(=[O:36])=[O:35]>C(O)C>[CH3:33][S:34]([OH:37])(=[O:36])=[O:35].[CH:1]1([C:7]2[C:15]3[C:14](=[O:16])[NH:13][C:12]([C:17]4[CH:22]=[CH:21][C:20]([N:23]5[CH2:28][CH2:27][CH:26]([OH:29])[CH2:25][CH2:24]5)=[CH:19][C:18]=4[O:30][CH3:31])=[N:11][C:10]=3[N:9]([CH3:32])[N:8]=2)[CH2:2][CH2:3][CH2:4][CH2:5][CH2:6]1 |f:3.4|. Reported procedure: A 3 ml ethanol suspension of 100 mg (0.23 mmol) of the compound obtained in Example 31 was heated to 50° C. to form a solution. To this solution, 15 μM (0.23 mmol) of methanesulfonic acid was added, and the mixture was heated under reflux for 10 minutes. Then, the reaction mixture was brought to room temperature, and the solvent was distilled off under reduced pressure. Ether was added to the residue, and solids were collected by filtration to obtain 101 mg (83%) of the captioned compound. Starting materials: CCCCCCCCCCOc1ccc2cc(C(=O)Cl)ccc2c1, Cl, CCCCCCC(=O)CN, C1COCCO1, O, c1ccncc1. The product is CCCCCCCCCCOc1ccc2cc(C(=O)NCC(=O)CCCCCC)ccc2c1. Reaction SMILES: [CH2:12]([CH2:13][CH2:14][CH2:15][CH2:16][CH2:17][CH2:18][CH2:19][CH2:20][CH3:21])[O:22][c:23]1[cH:24][c:25]2[cH:26][cH:27][c:28]([C:33](=[O:34])[Cl:35])[cH:29][c:30]2[cH:31][cH:32]1.[ClH:1].[O:2]=[C:3]([CH2:4][NH2:5])[CH2:6][CH2:7][CH2:8][CH2:9][CH2:10][CH3:11].[O:36]1[CH2:37][CH2:38][O:39][CH2:40][CH2:41]1.[OH2:48].[cH:42]1[cH:43][cH:44][n:45][cH:46][cH:47]1>>[O:2]=[C:3]([CH2:4][NH:5][C:33]([c:28]1[cH:27][cH:26][c:25]2[cH:24][c:23]([O:22][CH2:12][CH2:13][CH2:14][CH2:15][CH2:16][CH2:17][CH2:18][CH2:19][CH2:20][CH3:21])[cH:32][cH:31][c:30]2[cH:29]1)=[O:34])[CH2:6][CH2:7][CH2:8][CH2:9][CH2:10][CH3:11]. The reactants are COC1=CC=C(C=C1)C1(CCCCC1)C(=O)OC1=CC=C(C=C1)C(=O)NOCC1=CC=CC=C1 (4-{[(Benzyloxy)amino]carbonyl}phenyl 1-(4-methoxyphenyl)cyclohexanecarboxylate). The reagents and catalysts are [Pd] (palladium on activated carbon). Run in CO (methanol), C(C)OCC (diethyl ether). Reaction conditions: time 8 hour. The product is COC1=CC=C(C=C1)C1(CCCCC1)C(=O)OC1=CC=C(C=C1)C(=O)NO (4-[(Hydroxyamino)carbonyl]phenyl 1-(4-methoxyphenyl)-cyclohexanecarboxylate). Yield: 62.6%. As a reaction SMILES: [CH3:1][O:2][C:3]1[CH:8]=[CH:7][C:6]([C:9]2([C:15]([O:17][C:18]3[CH:23]=[CH:22][C:21]([C:24]([NH:26][O:27]CC4C=CC=CC=4)=[O:25])=[CH:20][CH:19]=3)=[O:16])[CH2:14][CH2:13][CH2:12][CH2:11][CH2:10]2)=[CH:5][CH:4]=1>[Pd].CO.C(OCC)C>[CH3:1][O:2][C:3]1[CH:8]=[CH:7][C:6]([C:9]2([C:15]([O:17][C:18]3[CH:19]=[CH:20][C:21]([C:24]([NH:26][OH:27])=[O:25])=[CH:22][CH:23]=3)=[O:16])[CH2:14][CH2:13][CH2:12][CH2:11][CH2:10]2)=[CH:5][CH:4]=1. Procedure: A mixture of 4-{[(benzyloxy)amino]carbonyl]phenyl 1-(4-methoxyphenyl) cyclohexanecarboxylate (22a) (0.072 g, 0.16 mmol) and 5% palladium on activated carbon (0.054 g) in methanol (1 ml) was hydrogenated at room temperature until the starting material disappeared (ca. 45 minutes). The black suspension was filtered, the catalyst was washed with methanol (3×1 ml), and the filtrate was evaporated to give a white solid. The solid was suspended in diethyl ether (3 ml) and the mixture was intensively s... The reactants are CC=1N=C(SC1C)N (4,5-dimethythiazol-2-ylamine), BrCC=1C=NC=CC1 (3-bromomethylpyridine), C12(CC3CC(CC(C1)C3)C2)C(=O)O (1-adamantane carboxylic acid). Product: CC=1N(/C(/SC1C)=N/C(=O)C12CC3CC(CC(C1)C3)C2)CC=2C=NC=CC2 (N-[(2Z)-4,5-dimethyl-3-(pyridin-3-ylmethyl)-1,3-thiazol-2(3H)-ylidene]adamantane-1-carboxamide). RXN SMILES: [CH3:1][C:2]1[N:3]=[C:4]([NH2:8])[S:5][C:6]=1[CH3:7].Br[CH2:10][C:11]1[CH:12]=[N:13][CH:14]=[CH:15][CH:16]=1.[C:17]12([C:27](O)=[O:28])[CH2:26][CH:21]3[CH2:22][CH:23]([CH2:25][CH:19]([CH2:20]3)[CH2:18]1)[CH2:24]2>>[CH3:1][C:2]1[N:3]([CH2:10][C:11]2[CH:12]=[N:13][CH:14]=[CH:15][CH:16]=2)/[C:4](=[N:8]/[C:27]([C:17]23[CH2:26][CH:21]4[CH2:20][CH:19]([CH2:25][CH:23]([CH2:22]4)[CH2:24]2)[CH2:18]3)=[O:28])/[S:5][C:6]=1[CH3:7]. Reported procedure: 4,5-dimethythiazol-2-ylamine, 3-bromomethylpyridine and 1-adamantane carboxylic acid were processed according to the method of Example 47 to afford the title compound. 1H NMR (CDCl3, 500 MHz) δ ppm 1.49-1.71 (m, 6 H) 1.74 (d, J=2.50 Hz, 6 H) 1.85-2.02 (m, 3 H) 2.19 (d, J=11.54 Hz, 6 H) 5.44 (s, 2 H) 7.29 (t, J=7.33 Hz, 2 H) 7.69-7.85 (m, 1 H) 8.49 (d, J=4.68 Hz, 1 H); MS (ESI) m/z 382 (M+H)+ Starting materials: BrB(Br)Br, ClCCl, COc1ccc(F)cc1C(C)(C)CC(O)(CNc1cccc2nc(CN3CCOCC3)ccc12)C(F)(F)F. Yields the product CC(C)(CC(O)(CNc1cccc2nc(CN3CCOCC3)ccc12)C(F)(F)F)c1cc(F)ccc1O. Reaction SMILES: [B:39]([Br:40])([Br:41])[Br:42].[Cl:43][CH2:44][Cl:45].[F:1][c:2]1[cH:3][cH:4][c:5]([O:37][CH3:38])[c:6]([C:8]([CH2:9][C:10]([CH2:11][NH:12][c:13]2[c:14]3[cH:15][cH:16][c:17]([CH2:23][N:24]4[CH2:25][CH2:26][O:27][CH2:28][CH2:29]4)[n:18][c:19]3[cH:20][cH:21][cH:22]2)([OH:30])[C:31]([F:32])([F:33])[F:34])([CH3:35])[CH3:36])[cH:7]1>>[F:1][c:2]1[cH:3][cH:4][c:5]([OH:37])[c:6]([C:8]([CH2:9][C:10]([CH2:11][NH:12][c:13]2[c:14]3[cH:15][cH:16][c:17]([CH2:23][N:24]4[CH2:25][CH2:26][O:27][CH2:28][CH2:29]4)[n:18][c:19]3[cH:20][cH:21][cH:22]2)([OH:30])[C:31]([F:32])([F:33])[F:34])([CH3:35])[CH3:36])[cH:7]1. The reactants are C(C)(C)N(CC)C(C)C (diisopropylethylamine), N[C@@H](CN1C(NC2(C1=O)CCN(CC2)C(=O)OC(C)(C)C)=O)C(=O)OC (tert-Butyl 3-((2S)-amino-2-methoxy carbonylethyl)-2,4-dioxo-1,3,8-triazaspiro[4.5]decane-8-carboxylate), C(C1=CC=CC=C1)OC(=O)ON1C(CCC1=O)=O (N-benzyloxycarbonyloxysuccinimide). The solvent is CN(C)C=O (DMF), CN(C)C=O (DMF). Conditions: time 3 hour. Yields the product C(C1=CC=CC=C1)OC(=O)N[C@@H](CN1C(NC2(C1=O)CCN(CC2)C(=O)OC(C)(C)C)=O)C(=O)OC (tert-Butyl 3-((2S)-benzyloxycarbonylamino-2-methoxycarbonylethyl)-2,4-dioxo-1,3,8-triazaspiro[4.5]decane-8-carboxylate). RXN SMILES: C(N(C(C)C)CC)(C)C.[NH2:10][C@H:11]([C:32]([O:34][CH3:35])=[O:33])[CH2:12][N:13]1[C:17](=[O:18])[C:16]2([CH2:23][CH2:22][N:21]([C:24]([O:26][C:27]([CH3:30])([CH3:29])[CH3:28])=[O:25])[CH2:20][CH2:19]2)[NH:15][C:14]1=[O:31].[CH2:36]([O:43][C:44](ON1C(=O)CCC1=O)=[O:45])[C:37]1[CH:42]=[CH:41][CH:40]=[CH:39][CH:38]=1>CN(C=O)C>[CH2:36]([O:43][C:44]([NH:10][C@H:11]([C:32]([O:34][CH3:35])=[O:33])[CH2:12][N:13]1[C:17](=[O:18])[C:16]2([CH2:23][CH2:22][N:21]([C:24]([O:26][C:27]([CH3:30])([CH3:29])[CH3:28])=[O:25])[CH2:20][CH2:19]2)[NH:15][C:14]1=[O:31])=[O:45])[C:37]1[CH:42]=[CH:41][CH:40]=[CH:39][CH:38]=1. Procedure details: 2.08 g (16.1 mmol) of diisopropylethylamine in 25 ml of absolute DMF are added to a solution of 3.14 g (8.48 mmol) of (34.5) and 2.11 g (8.48 mmol) of N-benzyloxycarbonyloxysuccinimide in 80 ml of absolute DMF and the mixture is left to stir at room temperature for 3 h. The solvent is removed in vacuo and the residue is chromatographed through silica gel using heptane/ethyl acetate=6/4. (34.6) is obtained after concentrating the product fractions. Reactants: ClC1=NC(=CN=C1)Cl (2,6-dichloropyrazine), FC1=CC=C(CO)C=C1 (4-Fluorobenzyl alcohol), [H-].[Na+] (NaH), N1CCNCC1 (Piperazine), C(=O)([O-])[O-].[K+].[K+] (K2CO3). Run in C1CCOC1 (THF), C1CCOC1 (THF). Conditions: time 3 hour. The product is FC1=CC=C(COC2=NC(=CN=C2)N2CCNCC2)C=C1 (2-[(4-Fluorobenzyl)oxy]-6-(1-piperazinyl)pyrazine). The yield is 46.2%. RXN SMILES: [F:1][C:2]1[CH:9]=[CH:8][C:5]([CH2:6][OH:7])=[CH:4][CH:3]=1.[H-].[Na+].Cl[C:13]1[CH:18]=[N:17][CH:16]=[C:15](Cl)[N:14]=1.[NH:20]1[CH2:25][CH2:24][NH:23][CH2:22][CH2:21]1.C([O-])([O-])=O.[K+].[K+]>C1COCC1>[F:1][C:2]1[CH:9]=[CH:8][C:5]([CH2:6][O:7][C:13]2[CH:18]=[N:17][CH:16]=[C:15]([N:20]3[CH2:25][CH2:24][NH:23][CH2:22][CH2:21]3)[N:14]=2)=[CH:4][CH:3]=1 |f:1.2,5.6.7|. Reported procedure: 4-Fluorobenzyl alcohol (0.189 g, 1.50 mmol) was dissolved in THF (1 mL) and treated with NaH (0.065 g, 55% dispersion in mineral oil, 1.5 mmol). The reaction mixture was stirred at room temperature for 3 h. A solution of 2,6-dichloropyrazine (1.57 g, 10.5 mmol) in THF (7 mL) was added and the resulting mixture was stirred for 4 h at room temperature. Piperazine (0.580 g, 6.75 mmol) and K2CO3 (0.43 g, 4.5 mmol) were added and the mixture was stired at 60° C. over night. Filtration, concentration,...